describe an organic reaction: reactants, conditions, products, and yield From a dataset of the Open Reaction Database (ORD), a public repository of structured organic reaction records. Starting materials: CCOC(=O)/N=N/C(=O)OCC (diethylazodicarboxylate), resultant solution, [C@H]12[C@@H](O)C=C[C@H](O1)CO2 (1,6-anhydro-3,4-dideoxy-β-D-threo-hex-3-enopyranose), C1(=CC=CC=C1)P(C1=CC=CC=C1)C1=CC=CC=C1 (triphenyl phosphine), C(C1=CC=CC=C1)(=O)O (benzoic acid). Run in C1CCOC1 (THF), C1CCOC1 (THF). Yields the product C(C1=CC=CC=C1)(=O)O[C@H]1[C@H]2O[C@@H](C=C1)CO2 (1,6-anhydro-3,4-dideoxy-2-O-(benzoyl)-β-D-erythro-hex-3-enopyranose). Isolated yield 74.9%. Reaction SMILES: [C@@H:1]12[O:9][CH2:8][C@@H:6]([O:7]1)[CH:5]=[CH:4][C@@H:2]2[OH:3].C1(P(C2C=CC=CC=2)C2C=CC=CC=2)C=CC=CC=1.[C:29](O)(=[O:36])[C:30]1[CH:35]=[CH:34][CH:33]=[CH:32][CH:31]=1.CCOC(/N=N/C(OCC)=O)=O>C1COCC1>[C:29]([O:3][C@@H:2]1[CH:4]=[CH:5][C@H:6]2[CH2:8][O:9][C@@H:1]1[O:7]2)(=[O:36])[C:30]1[CH:35]=[CH:34][CH:33]=[CH:32][CH:31]=1. Procedure details: 2.56 g (20.0 mmol) of 1,6-anhydro-3,4-dideoxy-β-D-threo-hex-3-enopyranose, 10.49 g (40.0 mmol) of triphenyl phosphine, and 4.88 g (40 mmol) of benzoic acid were added to 32 ml of dry THF, and a solution obtained by dissolving 6.97 g (40.0 mmol) of diethylazodicarboxylate in 32 ml of dry THF was gradually dropped in the above mixture in a nitrogen-sealed ice-water bath. The resultant solution was stirred at room temperature for 23 hours. The solvent was distilled from the reaction solution at a r... The reactants are O=C(O)C=CC(=O)NCCCCCCCCCCCCCCCCCCCC(=O)O, CC(=O)OC(C)=O, CC(=O)[O-], [Na+]. Product: O=C(O)CCCCCCCCCCCCCCCCCCCN1C(=O)C=CC1=O. As a reaction SMILES: [C:1](=[O:2])([OH:3])[CH2:4][CH2:5][CH2:6][CH2:7][CH2:8][CH2:9][CH2:10][CH2:11][CH2:12][CH2:13][CH2:14][CH2:15][CH2:16][CH2:17][CH2:18][CH2:19][CH2:20][CH2:21][CH2:22][NH:23][C:24]([CH:25]=[CH:26][C:27](=[O:28])[OH:29])=[O:30].[CH3:31][C:32]([O:33][C:34](=[O:35])[CH3:36])=[O:37].[CH3:39][C:40](=[O:41])[O-:42].[Na+:38]>>[C:1](=[O:2])([OH:3])[CH2:4][CH2:5][CH2:6][CH2:7][CH2:8][CH2:9][CH2:10][CH2:11][CH2:12][CH2:13][CH2:14][CH2:15][CH2:16][CH2:17][CH2:18][CH2:19][CH2:20][CH2:21][CH2:22][N:23]1[C:24](=[O:30])[CH:25]=[CH:26][C:27]1=[O:29]. Reactants: intermediate 10, C(C)OC(=O)C=1N=C2N(C(C1OCC1=CC=CC=C1)=O)CCC(N2)=O (3-benzyloxy-4,8-dioxo-6,7,8,9-tetrahydro-4H-pyrimido[1,2-a]pyrimidine-2-carboxylic acid ethyl ester), intermediate 5. The solvent is FC(C(=O)O)(F)F (trifluoroacetic acid). Yields the product C(C)OC(=O)C=1N=C2N(C(C1O)=O)CCC(N2)=O (3-Hydroxy-4,8-dioxo-6,7,8,9-tetrahydro-4H-pyrimido[1,2-a]pyrimidine-2-carboxylic acid ethyl ester). The yield is 74.0%. RXN SMILES: [CH2:1]([O:3][C:4]([C:6]1[N:7]=[C:8]2[NH:24][C:23](=[O:25])[CH2:22][CH2:21][N:9]2[C:10](=[O:20])[C:11]=1[O:12]CC1C=CC=CC=1)=[O:5])[CH3:2]>FC(F)(F)C(O)=O>[CH2:1]([O:3][C:4]([C:6]1[N:7]=[C:8]2[NH:24][C:23](=[O:25])[CH2:22][CH2:21][N:9]2[C:10](=[O:20])[C:11]=1[OH:12])=[O:5])[CH3:2]. Procedure: Reaction of intermediate 10, 3-benzyloxy-4,8-dioxo-6,7,8,9-tetrahydro-4H-pyrimido[1,2-a]pyrimidine-2-carboxylic acid ethyl ester, (0.543 g, 1.58 mmol) with trifluoroacetic acid (20 ml) as described in the preparation of intermediate 5 gave 0.296 g (74% yield) of the title ester as white crystals; mp 282° C. (dec) (ethyl acetate). 1HNMR 400 MHz (DMSO-d6) δ (ppm): 1.26 (3H, t, J=7.1 Hz, CH3), 2.66 (2H, t, J=6.8 Hz, CH2), 4.13 (2H, t, J=6.8 Hz, CH2), 4.29 (2H, q, J=7.1 Hz, OCH2), 9.94 (1H, s, NH), ... The reactants are ClCl (chlorine), ClCl (chlorine), mercaptide, [OH-].[Na+] (sodium hydroxide), [OH-].[Na+] (sodium hydroxide), C(C)=NO (Acetaldoxime), ClCl (chlorine), CS (methyl mercaptan). The solvent is O (water), O (water). Reaction conditions: temperature -10 celsius, time 25 minute. The product is C[S-].[Na+] (sodium methyl mercaptide), OCC(SC)=N (methyl hydroxythioacetimidate). Isolated yield 83.0%. RXN SMILES: [CH:1](=[N:3]O)[CH3:2].ClCl.[CH3:7][SH:8].[OH-:9].[Na+:10]>O>[CH3:7][S-:8].[Na+:10].[OH:9][CH2:2][C:1](=[NH:3])[S:8][CH3:7] |f:3.4,6.7|. Procedure: Acetaldoxime (30 g., 0.5 mole) was dissolved in 200 g. of water and the solution cooled to -5 to -10° C. Over a period of 20 to 30 minutes, 30 g. of chlorine was introduced into the solution with agitation. During the chlorine addition, the reaction temperature was maintained at -5° to -10° C. An additional 6 grams of chlorine was added in 10 minutes. The mixture was stirred for 10-15 minutes at -10° C. A sodium methyl mercaptide solution was prepared by dissolving methyl mercaptan (25 g, 0.52 m... Starting materials: FC1=C(C(=O)Cl)C(=CC=C1)F (2,6-difluorobenzoyl chloride), ClC=1C(=CC2=C(OC(O2)(F)F)C1)C=1N=CC(=NC1)N (5-(6-chloro-2,2-difluorobenzo[d][1,3]dioxol-5-yl)pyrazin-2-amine), CCN(C(C)C)C(C)C (Hünig's base). The reagents and catalysts are CN(C)C=1C=CN=CC1 (DMAP). Solvent: ClCCl (dichloromethane), O1CCCC1 (tetrahydrofuran), CO (methanol), [OH-].[Li+] (lithium hydroxide), ClCCl (dichloromethane). Reaction conditions: temperature 60 celsius, time 0.5 hour. Yields the product ClC=1C(=CC2=C(OC(O2)(F)F)C1)C=1N=CC(=NC1)NC(C1=C(C=CC=C1F)F)=O (N-(5-(6-chloro-2,2-difluorobenzo[d][1,3]dioxol-5-yl)pyrazin-2-yl)-2,6-difluorobenzamide). Isolated yield 55.1%. Reaction SMILES: [F:1][C:2]1[CH:10]=[CH:9][CH:8]=[C:7]([F:11])[C:3]=1[C:4](Cl)=[O:5].[Cl:12][C:13]1[C:14]([C:24]2[N:25]=[CH:26][C:27]([NH2:30])=[N:28][CH:29]=2)=[CH:15][C:16]2[O:20][C:19]([F:22])([F:21])[O:18][C:17]=2[CH:23]=1.CCN(C(C)C)C(C)C>CN(C1C=CN=CC=1)C.ClCCl.O1CCCC1.CO.[OH-].[Li+]>[Cl:12][C:13]1[C:14]([C:24]2[N:25]=[CH:26][C:27]([NH:30][C:4](=[O:5])[C:3]3[C:2]([F:1])=[CH:10][CH:9]=[CH:8][C:7]=3[F:11])=[N:28][CH:29]=2)=[CH:15][C:16]2[O:20][C:19]([F:22])([F:21])[O:18][C:17]=2[CH:23]=1 |f:7.8|. Reported procedure: Under an atmosphere of argon, 2,6-difluorobenzoyl chloride (17 mg, 98 μmol) was added to a stirred solution of 117 (14 mg, 49 μmol), Hünig's base (51 μL, 38 mg, 290 μmol), and DMAP (1 mg, 8 μmol) in dichloromethane (780 μL) at room temperature. The reaction was stirred for 0.5 h. The solution was diluted with tetrahydrofuran (1.5 mL), methanol (1 mL) and 1.2 M lithium hydroxide solution (500 μL). The mixture was stirred and heated to 60° C. for 45 min then cooled to room temperature and diluted ... Starting materials: COC1=CC=C2C(=CC=NC2=C1)C1=C2N(N=C1C1=NC=CC=C1)CCC2 (7-methoxy-4-(2-pyridin-2-yl-5,6-dihydro-4H-pyrrolo[1,2-b]pyrazol-3-yl)-quinoline), C(C)[S-].[Na+] (sodium ethanthiolate). The solvent is CN(C=O)C (N,N-dimethylformamide). The product is N1=C(C=CC=C1)C=1C(=C2N(N1)CCC2)C2=CC=NC1=CC(=CC=C21)O (4-(2-Pyridin-2-yl-5,6-dihydro-4H-pyrrolo[1,2-b]pyrazol-3-yl)-quinolin-7-ol). Reaction SMILES: C[O:2][C:3]1[CH:12]=[C:11]2[C:6]([C:7]([C:13]3[C:17]([C:18]4[CH:23]=[CH:22][CH:21]=[CH:20][N:19]=4)=[N:16][N:15]4[CH2:24][CH2:25][CH2:26][C:14]=34)=[CH:8][CH:9]=[N:10]2)=[CH:5][CH:4]=1.C([S-])C.[Na+]>CN(C)C=O>[N:19]1[CH:20]=[CH:21][CH:22]=[CH:23][C:18]=1[C:17]1[C:13]([C:7]2[C:6]3[C:11](=[CH:12][C:3]([OH:2])=[CH:4][CH:5]=3)[N:10]=[CH:9][CH:8]=2)=[C:14]2[CH2:26][CH2:25][CH2:24][N:15]2[N:16]=1 |f:1.2|. Reported procedure: To a solution of 7-methoxy-4-(2-pyridin-2-yl-5,6-dihydro-4H-pyrrolo[1,2-b]pyrazol-3-yl)-quinoline (53 mg, 0.16 mmol) in N,N-dimethylformamide (3 mL) at room temperature is added sodium ethanthiolate (133 mg, 1.6 mmol). The solution is refluxed for 4 h, cooled, and concentrated in vacuo. The residue is dissolved in methanol and loaded onto an SCX column. The column is washed with water, methanol, and 7 N ammonia in methanol. The appropriate fraction is concentrated in vacuo to yield the title com... Product: ClC=1C=C(C(C#N)=CC1)C#N (4-chlorophthalonitrile). The solvent is ClC1=CC=CC=C1 (chlorobenzene). RXN SMILES: [Cl:1][CH:2]1[CH:9]=[CH:8][CH:5]([C:6]#[N:7])[CH:4]([C:10]#[N:11])[CH2:3]1.BrBr>ClC1C=CC=CC=1>[Cl:1][C:2]1[CH:3]=[C:4]([C:10]#[N:11])[C:5](=[CH:8][CH:9]=1)[C:6]#[N:7]. Reaction conditions: temperature 135 celsius. Reactants: BrBr (bromine), BrBr (bromine), BrBr (bromine), ClC1CC(C(C#N)C=C1)C#N (4-chlorotetrahydro-phthalonitrile), BrBr (Bromine), BrBr (bromine), ClC1CC(C(C#N)C=C1)C#N (4-chlorotetrahydrophthalonitrile). Procedure details: To a 1-l three-necked flask, equipped with a mechanical stirrer, a condenser with a gas outlet and an equa-pressured addition funnel, is charged 166.5 g (1 mole) of 4-chlorotetrahydrophthalonitrile and 75 g of chlorobenzene. The mixture is heated to 100°-110° C. with stirring. Bromine, 320 g (2 moles), is added dropwise into the mixture in a sub-surface manner. The red color of bromine dissipates quickly and a gas evolution starts. After about 240 g of bromine is added, the pot temperature is he... Reactants: N1(CCCCC1)CCN (2-piperidinoethylamine), COC1=C2CCC(C(C2=CC=C1)CC(=O)OCC)=O (ethyl 1,2,3,4-tetrahydro-5-methoxy-2-oxo-1-naphthylacetate), O (water). The reagents and catalysts are O.C1(=CC=C(C=C1)S(=O)(=O)O)C (p-toluenesulphonic acid monohydrate). Run in C1(=CC=CC=C1)C (toluene). Reaction conditions: time 10 hour. The product is COC1=CC=CC=2[C@H]3CC(N([C@H]3CCC21)CCN2CCCCC2)=O (rac-cis-1,3,3a,4,5,9b-hexahydro-6-methoxy-3-(2-piperidinoethyl)-2H-benzo[e]indol-2-one). Isolated yield 88.8%. Reaction SMILES: [CH3:1][O:2][C:3]1[CH:12]=[CH:11][CH:10]=[C:9]2[C:4]=1[CH2:5][CH2:6][C:7](=O)[CH:8]2[CH2:13][C:14]([O:16]CC)=O.[N:20]1([CH2:26][CH2:27][NH2:28])[CH2:25][CH2:24][CH2:23][CH2:22][CH2:21]1.O>C1(C)C=CC=CC=1.O.C1(C)C=CC(S(O)(=O)=O)=CC=1>[CH3:1][O:2][C:3]1[C:4]2[CH2:5][CH2:6][C@H:7]3[C@H:8]([CH2:13][C:14](=[O:16])[N:28]3[CH2:27][CH2:26][N:20]3[CH2:25][CH2:24][CH2:23][CH2:22][CH2:21]3)[C:9]=2[CH:10]=[CH:11][CH:12]=1 |f:4.5|. Reported procedure: 4.0 g (0.01525 mol) of ethyl 1,2,3,4-tetrahydro-5-methoxy-2-oxo-1-naphthylacetate were dissolved in 250 ml of toluene, 4.05 ml (0.0305 mol) of 2-piperidinoethylamine and 0.13 g of p-toluenesulphonic acid monohydrate were added thereto and the mixture was boiled for 4 hours on a water separator. After concentration the residue was hydrogenated with 1.3 g of Raney-nickel in 500 ml of ethanol at 120° and 140 bar for 10 hours. The product was chromatographed over silica gel with CH2Cl2 /MeOH 49:1. T... Reactants: NC=1C=CC2=C(NC(CN(C2)C)=O)C1 (8-amino-4-methyl-1,3,4,5-tetrahydro-benzo[e][1,4]diazepin-2-one), ClC1=NC=C(C(=N1)NC1=C(C(=O)NC)C=CC=C1)Cl (2-(2,5-dichloropyrimidin-4-ylamino)-N-methylbenzamide), C12(C(=O)CC(CC1)C2(C)C)CS(=O)(=O)O (camphorsulfonic acid). Reagents/catalysts: Cl.O1CCOCC1 (HCl dioxane). The solvent is CC(C)O (IPA). Conditions: temperature 120 celsius. Yields the product ClC=1C(=NC(=NC1)NC=1C=CC2=C(NC(CN(C2)C)=O)C1)NC1=C(C(=O)NC)C=CC=C1 (2-[5-chloro-2-(4-methyl-2-oxo-2,3,4,5-tetrahydro-1H-benzo[e][1,4]diazepin-8-ylamino)-pyrimidin-4-ylamino]-N-methyl-benzamide). Yield: 16.0%. As a reaction SMILES: [NH2:1][C:2]1[CH:3]=[CH:4][C:5]2[CH2:11][N:10]([CH3:12])[CH2:9][C:8](=[O:13])[NH:7][C:6]=2[CH:14]=1.Cl[C:16]1[N:21]=[C:20]([NH:22][C:23]2[CH:32]=[CH:31][CH:30]=[CH:29][C:24]=2[C:25]([NH:27][CH3:28])=[O:26])[C:19]([Cl:33])=[CH:18][N:17]=1.C12(CS(O)(=O)=O)C(C)(C)C(CC1)CC2=O>CC(O)C.Cl.O1CCOCC1>[Cl:33][C:19]1[C:20]([NH:22][C:23]2[CH:32]=[CH:31][CH:30]=[CH:29][C:24]=2[C:25]([NH:27][CH3:28])=[O:26])=[N:21][C:16]([NH:1][C:2]2[CH:3]=[CH:4][C:5]3[CH2:11][N:10]([CH3:12])[CH2:9][C:8](=[O:13])[NH:7][C:6]=3[CH:14]=2)=[N:17][CH:18]=1 |f:4.5|. Procedure: A mixture of 8-amino-4-methyl-1,3,4,5-tetrahydro-benzo[e][1,4]diazepin-2-one and 2-(2,5-dichloropyrimidin-4-ylamino)-N-methylbenzamide (22 mg, 0.08 mmol), and camphorsulfonic acid (17.4 mg, 0.08 mmol) were heated in IPA (3 mL) at 120° C. for 16 hours. The mixture was heated for another 2.5 hours at 120° C. after the addition of 10 drops of 4 N HCl/dioxane. Concentration and chromatography on preparative TLC with methylene chloride and methanol (100:8) followed by semi-preparative HPLC gave 5 mg ...